From a dataset of the Open Reaction Database (ORD), a public repository of structured organic reaction records. describe an organic reaction: reactants, conditions, products, and yield Starting materials: ClC=1N=C(C2=C(N1)N(C=C2C#N)S(=O)(=O)C2=CC=C(C)C=C2)NC2CC2 (2-chloro-4-(cyclopropylamino)-7-tosyl-7H-pyrrolo[2,3-d]pyrimidine-5-carbonitrile), NC=1C=C2CCC(NC2=CC1)=O (6-amino-3,4-dihydroquinolin-2(1H)-one), C[Si](C)(C)Cl (trimethylsilyl chloride). The solvent is C(CCC)O (nBuOH). Conditions: temperature 135 celsius, time 20 hour. The product is C1(CC1)NC=1C2=C(N=C(N1)NC=1C=C3CCC(NC3=CC1)=O)NC=C2C#N (4-(cyclopropylamino)-2-(2-oxo-1,2,3,4-tetrahydroquinolin-6-ylamino)-7H-pyrrolo[2,3-d]pyrimidine-5-carbonitrile). Yield: 37.6%. Reaction SMILES: Cl[C:2]1[N:3]=[C:4]([NH:23][CH:24]2[CH2:26][CH2:25]2)[C:5]2[C:10]([C:11]#[N:12])=[CH:9][N:8](S(C3C=CC(C)=CC=3)(=O)=O)[C:6]=2[N:7]=1.[NH2:27][C:28]1[CH:29]=[C:30]2[C:35](=[CH:36][CH:37]=1)[NH:34][C:33](=[O:38])[CH2:32][CH2:31]2.C[Si](Cl)(C)C>C(O)CCC>[CH:24]1([NH:23][C:4]2[C:5]3[C:10]([C:11]#[N:12])=[CH:9][NH:8][C:6]=3[N:7]=[C:2]([NH:27][C:28]3[CH:29]=[C:30]4[C:35](=[CH:36][CH:37]=3)[NH:34][C:33](=[O:38])[CH2:32][CH2:31]4)[N:3]=2)[CH2:25][CH2:26]1. Procedure: A mixture of 2-chloro-4-(cyclopropylamino)-7-tosyl-7H-pyrrolo[2,3-d]pyrimidine-5-carbonitrile (145 mg, 0.374 mmol), 6-amino-3,4-dihydroquinolin-2(1H)-one (60 mg, 0.370 mmol) and trimethylsilyl chloride (0.200 mL, 1.58 mmol) in nBuOH (4 mL) was stirred at 135° C. for 20 h. It was concentrated in vacuo. The residue was purified by HPLC to give the titled compound (50 mg). MS 360.3 (M+H); UV 202.2, 292.7 nm.